Dataset: the Open Reaction Database (ORD), a public repository of structured organic reaction records. Task: describe an organic reaction: reactants, conditions, products, and yield The reactants are COc1ccc2c(Cl)nc(Nc3cc[nH]n3)cc2c1, OB(O)c1ccccc1F. The product is COc1ccc2c(-c3ccccc3F)nc(Nc3cc[nH]n3)cc2c1. RXN SMILES: [Cl:1][c:2]1[n:3][c:4]([NH:14][c:15]2[n:16][nH:17][cH:18][cH:19]2)[cH:5][c:6]2[cH:7][c:8]([O:12][CH3:13])[cH:9][cH:10][c:11]12.[F:20][c:21]1[c:22]([B:27]([OH:28])[OH:29])[cH:23][cH:24][cH:25][cH:26]1>>[c:2]1(-[c:22]2[c:21]([F:20])[cH:26][cH:25][cH:24][cH:23]2)[n:3][c:4]([NH:14][c:15]2[n:16][nH:17][cH:18][cH:19]2)[cH:5][c:6]2[cH:7][c:8]([O:12][CH3:13])[cH:9][cH:10][c:11]12. The reactants are OCC=1C=NC=CC1 (3-hydroxymethylpyridine), C1CCOC1 (THF), [H-].[Na+] (sodium hydride), CI (methyl iodide). Solvent: O (water). Reaction conditions: time 15 minute. The product is COCC=1C=NC=CC1 (3-methoxymethylpyridine). RXN SMILES: [OH:1][CH2:2][C:3]1[CH:4]=[N:5][CH:6]=[CH:7][CH:8]=1.[CH2:9]1COCC1.[H-].[Na+].CI>O>[CH3:9][O:1][CH2:2][C:3]1[CH:4]=[N:5][CH:6]=[CH:7][CH:8]=1 |f:2.3|. Procedure: To a mixture of 10.0 g of 3-hydroxymethylpyridine and 200 ml of THF, 3.7 g of 60% sodium hydride (in oil) was added in small portions at room temperature and then stirred for 15 minutes. To the reaction mixture, 13.0 g of methyl iodide was added dropwise, and the reaction mixture was stirred at room temperature for three hours. To the reaction mixture, 25 ml of water was added. Then, the reaction mixture was concentrated under reduced pressure. To the residue, 25 ml of water was added, followed ...